Dataset: the Open Reaction Database (ORD), a public repository of structured organic reaction records. Task: describe an organic reaction: reactants, conditions, products, and yield Reactants: COCCOC, CCCC[Sn](CCCC)(CCCC)c1ncco1, Cc1c(I)cc(C(=O)NCc2ccc(S(C)(=O)=O)cc2)c(=O)n1-c1cccc(C(F)(F)F)c1, c1ccc(P(c2ccccc2)(c2ccccc2)[Pd](P(c2ccccc2)(c2ccccc2)c2ccccc2)(P(c2ccccc2)(c2ccccc2)c2ccccc2)P(c2ccccc2)(c2ccccc2)c2ccccc2)cc1. The product is Cc1c(-c2ncco2)cc(C(=O)NCc2ccc(S(C)(=O)=O)cc2)c(=O)n1-c1cccc(C(F)(F)F)c1. As a reaction SMILES: [CH2:129]([CH2:130][O:131][CH3:132])[O:133][CH3:134].[CH2:34]([Sn:35]([CH2:36][CH2:37][CH2:38][CH3:44])([c:39]1[o:40][cH:41][cH:42][n:43]1)[CH2:45][CH2:46][CH2:47][CH3:48])[CH2:49][CH2:50][CH3:51].[I:1][c:2]1[cH:3][c:4]([C:20](=[O:21])[NH:22][CH2:23][c:24]2[cH:25][cH:26][c:27]([S:30](=[O:31])(=[O:32])[CH3:33])[cH:28][cH:29]2)[c:5](=[O:19])[n:6](-[c:9]2[cH:10][c:11]([C:15]([F:16])([F:17])[F:18])[cH:12][cH:13][cH:14]2)[c:7]1[CH3:8].[cH:52]1[cH:53][cH:54][c:55]([P:56]([Pd:57]([P:58]([c:59]2[cH:60][cH:61][cH:62][cH:63][cH:64]2)([c:65]2[cH:66][cH:67][cH:68][cH:69][cH:70]2)[c:71]2[cH:72][cH:73][cH:74][cH:75][cH:76]2)([P:77]([c:78]2[cH:79][cH:80][cH:81][cH:82][cH:83]2)([c:84]2[cH:85][cH:86][cH:87][cH:88][cH:89]2)[c:90]2[cH:91][cH:92][cH:93][cH:94][cH:95]2)[P:96]([c:97]2[cH:98][cH:99][cH:100][cH:101][cH:102]2)([c:103]2[cH:104][cH:105][cH:106][cH:107][cH:108]2)[c:109]2[cH:110][cH:111][cH:112][cH:113][cH:114]2)([c:115]2[cH:116][cH:117][cH:118][cH:119][cH:120]2)[c:121]2[cH:122][cH:123][cH:124][cH:125][cH:126]2)[cH:127][cH:128]1>>[c:2]1(-[c:39]2[o:40][cH:41][cH:42][n:43]2)[cH:3][c:4]([C:20](=[O:21])[NH:22][CH2:23][c:24]2[cH:25][cH:26][c:27]([S:30](=[O:31])(=[O:32])[CH3:33])[cH:28][cH:29]2)[c:5](=[O:19])[n:6](-[c:9]2[cH:10][c:11]([C:15]([F:16])([F:17])[F:18])[cH:12][cH:13][cH:14]2)[c:7]1[CH3:8].